From a dataset of the Open Reaction Database (ORD), a public repository of structured organic reaction records. describe an organic reaction: reactants, conditions, products, and yield Starting materials: C=O (paraformaldehyde), C1(CCCC1)C=1C=C(C=CC1)O (3-cyclopentylphenol), O (water), C(Cl)Cl (methylene chloride). Run in C1(=CC=CC=C1)C (toluene), [Sn](Cl)(Cl)(Cl)Cl (tin tetrachloride), C(CCC)N(CCCC)CCCC (tri-n-butylamine). Reaction conditions: time 30 minute. Yields the product C1(CCCC1)C1=CC(=C(C=O)C=C1)O (4-cyclopentyl-2-hydroxybenzaldehyde). The yield is 22.6%. As a reaction SMILES: [CH:1]1([C:6]2[CH:7]=[C:8]([OH:12])[CH:9]=[CH:10][CH:11]=2)[CH2:5][CH2:4][CH2:3][CH2:2]1.[CH2:13]=[O:14].O.C(Cl)Cl>C1(C)C=CC=CC=1.[Sn](Cl)(Cl)(Cl)Cl.C(N(CCCC)CCCC)CCC>[CH:1]1([C:6]2[CH:11]=[CH:10][C:9]([CH:13]=[O:14])=[C:8]([OH:12])[CH:7]=2)[CH2:2][CH2:3][CH2:4][CH2:5]1. Reported procedure: 2.90 g of 3-cyclopentylphenol was dissolved in 14.5 mL of toluene, to which 0.21 mL of tin tetrachloride and 1.7 mL of tri-n-butylamine were added at room temperature in a stream of nitrogen, and then this mixture was stirred for 30 minutes at room temperature followed by addition thereto of 1.18 g of paraformaldehyde, and this mixture was stirred for 1.5 hours at 80° C. Then, the reaction mixture was cooled to room temperature and poured into water, to which methylene chloride was added, and th... The reactants are CC(=O)Nc1ccc(-c2cc(=O)c3c(N)c(F)cc(F)c3o2)cc1F, CN(C)C=O, [H-], CI, [Na+], O. Yields the product CC(=O)N(C)c1ccc(-c2cc(=O)c3c(N)c(F)cc(F)c3o2)cc1F. As a reaction SMILES: [C:1]([CH3:2])(=[O:3])[NH:4][c:5]1[c:6]([F:25])[cH:7][c:8](-[c:11]2[o:12][c:13]3[c:14]([c:15](=[O:17])[cH:16]2)[c:18]([NH2:24])[c:19]([F:23])[cH:20][c:21]3[F:22])[cH:9][cH:10]1.[CH3:31][N:32]([CH3:33])[CH:34]=[O:35].[H-:28].[I:26][CH3:27].[Na+:29].[OH2:30]>>[C:1]([CH3:2])(=[O:3])[N:4]([c:5]1[c:6]([F:25])[cH:7][c:8](-[c:11]2[o:12][c:13]3[c:14]([c:15](=[O:17])[cH:16]2)[c:18]([NH2:24])[c:19]([F:23])[cH:20][c:21]3[F:22])[cH:9][cH:10]1)[CH3:27]. The reactants are Cl.NC1C(CCCC1)=O (2-amino-cyclohexanone hydrochloride), [S-]C#N.[K+] (potassium thiocyanate). Run in O (water). Run at temperature 100 celsius, time 16 hour. Product: N1C(=NC2=C1CCCC2)S (4,5,6,7-Tetrahydro-1H-benzoimidazole-2-thiol). The yield is 61.7%. Reaction SMILES: Cl.[NH2:2][CH:3]1[CH2:8][CH2:7][CH2:6][CH2:5][C:4]1=O.[S-:10][C:11]#[N:12].[K+]>O>[NH:12]1[C:4]2[CH2:5][CH2:6][CH2:7][CH2:8][C:3]=2[N:2]=[C:11]1[SH:10] |f:0.1,2.3|. Procedure: Dissolve 2-amino-cyclohexanone hydrochloride (2.2 g, 14.7 mmol) and potassium thiocyanate (1.4 g, 14.7 mmol) in water (10 mL). Stir the solution at 100° C. in a sealed flask for 16 h. Cool the mixture and store the mixture at 4° C. for 16 h. Filter off the resulting solid and wash with water (20 mL). Collect the solid, slurry in diethyl ether (20 mL) and filter. Dry the solid in a vacuum oven at 50° C. for 2 h to obtain the title compound as a tan solid (1.4 g, 62%). MS (ES+) m/z: 155.1 (M+H)+.